Dataset: the Open Reaction Database (ORD), a public repository of structured organic reaction records. Task: describe an organic reaction: reactants, conditions, products, and yield Reactants: ClC(C(=O)N[C@@H]([C@@H](C1=CC=C(C=C1)[Sn](C)(C)C)O)CF)Cl (2,2-dichloro-N-((1R,2S)-3-fluoro-1-hydroxy-1-(4-(trimethyl-stannyl)phenyl)propan-2-yl)acetamide), BrC1=CN=C(S1)CNC(OC(C)(C)C)=O (tert-butyl ((5-bromothiazol-2-yl)methyl)carbamate). The product is ClC(C(=O)N[C@@H]([C@H](O)C1=CC=C(C=C1)C1=CN=C(S1)CNC(OC(C)(C)C)=O)CF)Cl (tert-butyl ((5-(4-((1R,2S)-2-(2,2-dichloroacetamido)-3-fluoro-1-hydroxypropyl)phenyl)thiazol-2-yl)methyl)carbamate). RXN SMILES: [Cl:1][CH:2]([Cl:21])[C:3]([NH:5][C@H:6]([CH2:19][F:20])[C@H:7]([OH:18])[C:8]1[CH:13]=[CH:12][C:11]([Sn](C)(C)C)=[CH:10][CH:9]=1)=[O:4].Br[C:23]1[S:27][C:26]([CH2:28][NH:29][C:30](=[O:36])[O:31][C:32]([CH3:35])([CH3:34])[CH3:33])=[N:25][CH:24]=1>>[Cl:1][CH:2]([Cl:21])[C:3]([NH:5][C@H:6]([CH2:19][F:20])[C@@H:7]([C:8]1[CH:13]=[CH:12][C:11]([C:23]2[S:27][C:26]([CH2:28][NH:29][C:30](=[O:36])[O:31][C:32]([CH3:34])([CH3:33])[CH3:35])=[N:25][CH:24]=2)=[CH:10][CH:9]=1)[OH:18])=[O:4]. Procedure: Following the general procedure of Example 2—Step 1 and making non-critical variations but using 2,2-dichloro-N-((1R,2S)-3-fluoro-1-hydroxy-1-(4-(trimethyl-stannyl)phenyl)propan-2-yl)acetamide and tert-butyl ((5-bromothiazol-2-yl)methyl)carbamate as starting materials title compound is obtained (346 mg): 1HNMR (400 MHz, DMSO-d6) 1.41 (s, 9H), 4.19-4.22 (m, 1H), 4.26-4.30 (m, 0.5H), 4.36-4.42 (m, 2.5H), 4.54-4.58 (m, 0.5H), 4.66-4.70 (m, 0.5H), 4.86 (t, J=3.4 Hz, 1H), 5.98 (d, J=4.16 Hz, 1H), 6.5... The reactants are BrC1=CC(=C(C=C1)I)OC(F)(F)F (4-bromo-2-(trifluoromethoxy)iodobenzene), CN(C=O)C (dimethylformamide). The reagents and catalysts are [C-]#N.[Zn+2].[C-]#N (zinc(II) cyanide), C=1C=CC(=CC1)[P](C=2C=CC=CC2)(C=3C=CC=CC3)[Pd]([P](C=4C=CC=CC4)(C=5C=CC=CC5)C=6C=CC=CC6)([P](C=7C=CC=CC7)(C=8C=CC=CC8)C=9C=CC=CC9)[P](C=1C=CC=CC1)(C=1C=CC=CC1)C=1C=CC=CC1 (tetrakis(triphenylphosphine)palladium), [C-]#N.[Zn+2].[C-]#N (zinc(II) cyanide), C=1C=CC(=CC1)[P](C=2C=CC=CC2)(C=3C=CC=CC3)[Pd]([P](C=4C=CC=CC4)(C=5C=CC=CC5)C=6C=CC=CC6)([P](C=7C=CC=CC7)(C=8C=CC=CC8)C=9C=CC=CC9)[P](C=1C=CC=CC1)(C=1C=CC=CC1)C=1C=CC=CC1 (tetrakis(triphenylphosphine)palladium). The solvent is CCOC(=O)C (EtOAc). Run at temperature 80 celsius, time 1 hour. Yields the product BrC1=CC(=C(C#N)C=C1)OC(F)(F)F (4-bromo-2-(trifluoromethoxy) benzonitrile). RXN SMILES: [Br:1][C:2]1[CH:7]=[CH:6][C:5](I)=[C:4]([O:9][C:10]([F:13])([F:12])[F:11])[CH:3]=1.[CH3:14][N:15](C)C=O>CCOC(C)=O.[C-]#N.[Zn+2].[C-]#N.C1C=CC([P]([Pd]([P](C2C=CC=CC=2)(C2C=CC=CC=2)C2C=CC=CC=2)([P](C2C=CC=CC=2)(C2C=CC=CC=2)C2C=CC=CC=2)[P](C2C=CC=CC=2)(C2C=CC=CC=2)C2C=CC=CC=2)(C2C=CC=CC=2)C2C=CC=CC=2)=CC=1>[Br:1][C:2]1[CH:7]=[CH:6][C:5]([C:14]#[N:15])=[C:4]([O:9][C:10]([F:13])([F:12])[F:11])[CH:3]=1 |f:3.4.5,^1:33,35,54,73|. Procedure: To a solution of 4-bromo-2-(trifluoromethoxy)iodobenzene (25 g, 68 mmol) and zinc(II) cyanide (4.0 g, 34 mmol) in 150 mL of degassed dimethylformamide was added tetrakis(triphenylphosphine)palladium (3.1 g, 4 mole %). The solution was stirred at 80 ° C. for one hour, then cooled to room temperature. Additional portions of zinc(II) cyanide (800 mg) and tetrakis(triphenylphosphine)palladium (700 mg) were added, and the solution was heated at 80° C. for 3 hours. The mixture was diluted with EtOAc a... The reactants are O=C([O-])[O-], C1COCCO1, [Cu]I, FC(F)(F)c1n[nH]c2c1CCCC2, CN(C)S(=O)(=O)c1ccc(I)cc1, [K+], [K+], NC1CCCCC1N. Product: CN(C)S(=O)(=O)c1ccc(-n2nc(C(F)(F)F)c3c2CCCC3)cc1. Reaction SMILES: [C:35](=[O:36])([O-:37])[O-:38].[CH2:41]1[O:42][CH2:43][CH2:44][O:45][CH2:46]1.[Cu:47][I:48].[F:14][C:15]([c:16]1[n:17][nH:18][c:19]2[c:24]1[CH2:23][CH2:22][CH2:21][CH2:20]2)([F:25])[F:26].[I:1][c:2]1[cH:3][cH:4][c:5]([S:8](=[O:9])(=[O:10])[N:11]([CH3:12])[CH3:13])[cH:6][cH:7]1.[K+:39].[K+:40].[NH2:27][CH:28]1[CH2:29][CH2:30][CH2:31][CH2:32][CH:33]1[NH2:34]>>[c:2]1(-[n:18]2[n:17][c:16]([C:15]([F:14])([F:25])[F:26])[c:24]3[c:19]2[CH2:20][CH2:21][CH2:22][CH2:23]3)[cH:3][cH:4][c:5]([S:8](=[O:9])(=[O:10])[N:11]([CH3:12])[CH3:13])[cH:6][cH:7]1. Reactants: ClC1=CC(=C(C=C1)O)C(C)O (4-Chloro-2-(1-hydroxyethyl)phenol), BrC1=CC=C(C=C1)O (4-bromophenol). Reaction SMILES: [Cl:1][C:2]1[CH:7]=[CH:6][C:5]([OH:8])=[C:4]([CH:9](O)[CH3:10])[CH:3]=1.[Br:12][C:13]1[CH:18]=[CH:17][C:16]([OH:19])=[CH:15][CH:14]=1>Cl>[Br:12][C:13]1[CH:14]=[CH:15][C:16]([OH:19])=[C:17]([CH:9]([C:4]2[CH:3]=[C:2]([Cl:1])[CH:7]=[CH:6][C:5]=2[OH:8])[CH3:10])[CH:18]=1. Procedure details: 4-Chloro-2-(1-hydroxyethyl)phenol (4 g) was added slowly to a melt of 4-bromophenol (7.9 g) and concentrated hydrochloric acid (3 drops) at 100° C. The melt was heated at this temperature for 3 hr and then cooled and the product crystallised from benzene/hexane to give 1-(5-bromo-2-hydroxyphenyl)-1-(5-chloro-2-hydroxyphenyl)ethane (3.3 g); m.p. 167° C. The yield is 43.5%. Yields the product BrC=1C=CC(=C(C1)C(C)C1=C(C=CC(=C1)Cl)O)O (1-(5-bromo-2-hydroxyphenyl)-1-(5-chloro-2-hydroxyphenyl)ethane). The reagents and catalysts are Cl (hydrochloric acid). Starting materials: Cl (hydrochloric acid), 40, CC=1N=C(SC1)N (4-methyl-2-thiazolamine), C(C)(=O)C1C(OCC1)=O (3-acetyl-4,5-dihydro-2(3H) furanone), P(=O)(Cl)(Cl)Cl (phosphoryl chloride). The solvent is CC1=CC=CC=C1 (methylbenzene). Run at time 2 hour. Yields the product 19.3, ClCCC1=C(N=C2N(C1=O)C(=CS2)C)C (6-(2-chloroethyl)-3,7-dimethyl-5H-thiazolo[3,2-a]pyrimidin- 5-one). As a reaction SMILES: [CH3:1][C:2]1[N:3]=[C:4]([NH2:7])[S:5][CH:6]=1.[C:8]([CH:11]1[CH2:15][CH2:14][O:13][C:12]1=O)(=O)[CH3:9].Cl.P(Cl)(Cl)([Cl:20])=O>CC1C=CC=CC=1>[Cl:20][CH2:14][CH2:15][C:11]1[C:12](=[O:13])[N:3]2[C:2]([CH3:1])=[CH:6][S:5][C:4]2=[N:7][C:8]=1[CH3:9]. Procedure: A mixture of 40 parts of 4-methyl-2-thiazolamine, 30 parts of 3-acetyl-4,5-dihydro-2(3H) furanone and 225 parts of methylbenzene was stirred and refluxed for 2.50 hours with 0.6 parts of hydrochloric acid. After cooling to room temperature, 170 parts of phosphoryl chloride were added. The whole was heated slowly to about 110° C. and stirring was continued for 2 hours at this temperature. The reaction mixture was evaporated and the residue was poured onto crushed ice. Ammonium hydroxide was added... Reactants: CCC(O)(c1cccc(OC)c1)c1ccccc1C, CC(C)O, [Na+], [OH-], O=S(=O)(O)O. The product is CC=C(c1cccc(OC)c1)c1ccccc1C. As a reaction SMILES: [CH3:1][O:2][c:3]1[cH:4][c:5]([C:9]([CH2:10][CH3:11])([OH:12])[c:13]2[c:14]([CH3:19])[cH:15][cH:16][cH:17][cH:18]2)[cH:6][cH:7][cH:8]1.[CH:27]([OH:28])([CH3:29])[CH3:30].[Na+:26].[OH-:25].[S:20](=[O:21])(=[O:22])([OH:23])[OH:24]>>[CH3:1][O:2][c:3]1[cH:4][c:5]([C:9](=[CH:10][CH3:11])[c:13]2[c:14]([CH3:19])[cH:15][cH:16][cH:17][cH:18]2)[cH:6][cH:7][cH:8]1. Starting materials: ClC1=C(C(NC(=C1)C)=O)[N+](=O)[O-] (4-Chloro-6-methyl-3-nitropyridone), C(CC)C(CCC)N (1-propylbutylamine). Run in CC#N (CH3CN). Product: CC1=CC(=C(C(N1)=O)[N+](=O)[O-])NC(CCC)CCC (6-Methyl-3-nitro-4-(1-propylbutylamino)pyridone). Yield: 89.9%. As a reaction SMILES: Cl[C:2]1[CH:7]=[C:6]([CH3:8])[NH:5][C:4](=[O:9])[C:3]=1[N+:10]([O-:12])=[O:11].[CH2:13]([CH:16]([NH2:20])[CH2:17][CH2:18][CH3:19])[CH2:14][CH3:15]>CC#N>[CH3:8][C:6]1[NH:5][C:4](=[O:9])[C:3]([N+:10]([O-:12])=[O:11])=[C:2]([NH:20][CH:16]([CH2:17][CH2:18][CH3:19])[CH2:13][CH2:14][CH3:15])[CH:7]=1. Procedure: 4-Chloro-6-methyl-3-nitropyridone (2.9 g, 15.40 mmol) was treated with 1-propylbutylamine (4 mL, 26.8 mmol) in CH3CN (30 mL) at 25° C. for 64 h and at reflux for 2 h. The reaction mixture was partitioned between EtOAc (200 mL) and water (50 mL). The EtOAc was washed with water (2×50 mL), brine, dried (MgSO4) and stripped in vacuo. The residue was washed with 20% EtOAc/hexanes (2×20 mL) to give the product (3.7 g).